Dataset: the Open Reaction Database (ORD), a public repository of structured organic reaction records. Task: describe an organic reaction: reactants, conditions, products, and yield Starting materials: Brc1csc2ncccc12, [Li]CCCC, CCC(CC)c1cc(C)nn2c(I)c(C)nc12, C1CCOC1, CCCCCC. The product is CCC(CC)c1cc(C)nn2c(-c3sc4ncccc4c3Br)c(C)nc12. Reaction SMILES: [Br:1][c:2]1[cH:3][s:4][c:5]2[n:6][cH:7][cH:8][cH:9][c:10]12.[CH2:11]([Li:12])[CH2:13][CH2:14][CH3:15].[CH2:16]([CH3:17])[CH:18]([CH2:19][CH3:20])[c:21]1[c:22]2[n:23]([n:24][c:25]([CH3:27])[cH:26]1)[c:28]([I:32])[c:29]([CH3:31])[n:30]2.[CH2:33]1[O:34][CH2:35][CH2:36][CH2:37]1.[CH3:38][CH2:39][CH2:40][CH2:41][CH2:42][CH3:43]>>[Br:1][c:2]1[c:3](-[c:28]2[n:23]3[c:22]([c:21]([CH:18]([CH2:16][CH3:17])[CH2:19][CH3:20])[cH:26][c:25]([CH3:27])[n:24]3)[n:30][c:29]2[CH3:31])[s:4][c:5]2[n:6][cH:7][cH:8][cH:9][c:10]12. Starting materials: [BH4-], [BH4-], CCOC(=O)C1CC(=O)N(Cc2ccc(OC)c(OC)c2)C1, CC(=O)O, CO, [Na+], O. Yields the product COc1ccc(CN2CC(CO)CC2=O)cc1OC. Reaction SMILES: [BH4-:23].[BH4-:25].[CH3:1][O:2][c:3]1[cH:4][c:5]([CH2:6][N:7]2[C:8](=[O:17])[CH2:9][CH:10]([C:12](=[O:13])[O:14][CH2:15][CH3:16])[CH2:11]2)[cH:18][cH:19][c:20]1[O:21][CH3:22].[CH3:26][C:27](=[O:28])[OH:29].[CH3:30][OH:31].[Na+:24].[OH2:32]>>[CH3:1][O:2][c:3]1[cH:4][c:5]([CH2:6][N:7]2[C:8](=[O:17])[CH2:9][CH:10]([CH2:12][OH:13])[CH2:11]2)[cH:18][cH:19][c:20]1[O:21][CH3:22]. The product is C[n+]1cc2c(c3cc(Cl)ccc3n2CCCCCC2CCCCC2)c2ccccc21, [I-]. The reactants are CI, Cc1ccccc1, CCOCC, Clc1ccc2c(c1)c1c3ccccc3ncc1n2CCCCCC1CCCCC1. As a reaction SMILES: [CH3:30][I:31].[CH3:32][c:33]1[cH:34][cH:35][cH:36][cH:37][cH:38]1.[CH3:39][CH2:40][O:41][CH2:42][CH3:43].[Cl:1][c:2]1[cH:3][c:4]2[c:5]([cH:6][cH:7]1)[n:8]([CH2:19][CH2:20][CH2:21][CH2:22][CH2:23][CH:24]1[CH2:25][CH2:26][CH2:27][CH2:28][CH2:29]1)[c:9]1[cH:10][n:11][c:12]3[cH:13][cH:14][cH:15][cH:16][c:17]3[c:18]21>>[Cl:1][c:2]1[cH:3][c:4]2[c:5]([cH:6][cH:7]1)[n:8]([CH2:19][CH2:20][CH2:21][CH2:22][CH2:23][CH:24]1[CH2:25][CH2:26][CH2:27][CH2:28][CH2:29]1)[c:9]1[cH:10][n+:11]([CH3:30])[c:12]3[cH:13][cH:14][cH:15][cH:16][c:17]3[c:18]21.[I-:31]. RXN SMILES: CS(O[CH2:6][CH2:7][C:8]1[O:9][C:10]2[CH:16]=[CH:15][C:14]([C:17]3[CH:22]=[CH:21][C:20]([C:23]([N:25]4[CH2:30][CH2:29][O:28][CH2:27][CH2:26]4)=[O:24])=[CH:19][CH:18]=3)=[CH:13][C:11]=2[CH:12]=1)(=O)=O.[CH3:31][NH:32][CH3:33]>>[CH3:31][N:32]([CH3:33])[CH2:6][CH2:7][C:8]1[O:9][C:10]2[CH:16]=[CH:15][C:14]([C:17]3[CH:18]=[CH:19][C:20]([C:23]([N:25]4[CH2:30][CH2:29][O:28][CH2:27][CH2:26]4)=[O:24])=[CH:21][CH:22]=3)=[CH:13][C:11]=2[CH:12]=1. Product: CN(CCC=1OC2=C(C1)C=C(C=C2)C2=CC=C(C=C2)C(=O)N2CCOCC2)C (N,N-dimethyl-N-(2-{5-[4-(4-morpholinylcarbonyl)phenyl]-1-benzofuran-2-yl}ethyl)amine). The reactants are CS(=O)(=O)OCCC=1OC2=C(C1)C=C(C=C2)C2=CC=C(C=C2)C(=O)N2CCOCC2 (2-{5-[4-(4-morpholinylcarbonyl)phenyl]-1-benzofuran-2-yl}ethyl methanesulfonate), CNC (dimethylamine). Reported procedure: The product from Example 23D and dimethylamine were processed as described in Example 1D to provide the titled compound. MS (DCI) m/z 378 (M+H)+; Reaction SMILES: [Br:1][c:2]1[cH:3][c:4]([CH:5]=[O:6])[cH:7][c:8]2[c:9]1[O:10][CH2:11][O:12]2.[C:24](=[O:25])([O-:26])[O-:27].[CH3:13][O:14][c:15]1[c:16]([B:21]([OH:22])[OH:23])[cH:17][cH:18][cH:19][cH:20]1.[CH3:30][O:31][CH2:32][CH2:33][O:34][CH3:35].[CH3:37][CH2:38][O:39][C:40](=[O:41])[CH3:42].[K+:28].[K+:29].[OH2:36].[cH:43]1[cH:44][cH:45][c:46]([P:47]([Pd:48]([P:49]([c:50]2[cH:51][cH:52][cH:53][cH:54][cH:55]2)([c:56]2[cH:57][cH:58][cH:59][cH:60][cH:61]2)[c:62]2[cH:63][cH:64][cH:65][cH:66][cH:67]2)([P:68]([c:69]2[cH:70][cH:71][cH:72][cH:73][cH:74]2)([c:75]2[cH:76][cH:77][cH:78][cH:79][cH:80]2)[c:81]2[cH:82][cH:83][cH:84][cH:85][cH:86]2)[P:87]([c:88]2[cH:89][cH:90][cH:91][cH:92][cH:93]2)([c:94]2[cH:95][cH:96][cH:97][cH:98][cH:99]2)[c:100]2[cH:101][cH:102][cH:103][cH:104][cH:105]2)([c:106]2[cH:107][cH:108][cH:109][cH:110][cH:111]2)[c:112]2[cH:113][cH:114][cH:115][cH:116][cH:117]2)[cH:118][cH:119]1>>[c:2]1(-[c:16]2[c:15]([O:14][CH3:13])[cH:20][cH:19][cH:18][cH:17]2)[cH:3][c:4]([CH:5]=[O:6])[cH:7][c:8]2[c:9]1[O:10][CH2:11][O:12]2. Yields the product COc1ccccc1-c1cc(C=O)cc2c1OCO2. The reactants are O=Cc1cc(Br)c2c(c1)OCO2, O=C([O-])[O-], COc1ccccc1B(O)O, COCCOC, CCOC(C)=O, [K+], [K+], O, c1ccc(P(c2ccccc2)(c2ccccc2)[Pd](P(c2ccccc2)(c2ccccc2)c2ccccc2)(P(c2ccccc2)(c2ccccc2)c2ccccc2)P(c2ccccc2)(c2ccccc2)c2ccccc2)cc1. Reactants: C(C)(C)OC(C)C (Isopropyl ether), N1=CC=CC=C1 (pyridine), P(Cl)(Cl)(Cl)(Cl)Cl (phosphorus pentachloride), C1(=CC=CC=C1)CC(=O)N[C@H]1[C@@H]2N(C(=C(CS2)SC=2SC=C(N2)C2=CC=NC=C2)C(=O)OC(C2=CC=CC=C2)C2=CC=CC=C2)C1=O (Benzhydryl 7β-phenylacetylamino-3-[4-(4-pyridyl)-2-thiazolylthio]-3-cephem-4-carboxylate). Solvent: ClCCl (dichloromethane), C(C(C)C)O (Isobutanol). The product is N[C@H]1[C@@H]2N(C(=C(CS2)SC=2SC=C(N2)C2=CC=NC=C2)C(=O)OC(C2=CC=CC=C2)C2=CC=CC=C2)C1=O (benzhydryl 7β-amino-3-[4-(4-pyridyl)-2-thiazolylthio]-3-cephem-4-carboxylate). RXN SMILES: C1(CC([NH:10][C@@H:11]2[C:46](=[O:47])[N:13]3[C:14]([C:30]([O:32][CH:33]([C:40]4[CH:45]=[CH:44][CH:43]=[CH:42][CH:41]=4)[C:34]4[CH:39]=[CH:38][CH:37]=[CH:36][CH:35]=4)=[O:31])=[C:15]([S:18][C:19]4[S:20][CH:21]=[C:22]([C:24]5[CH:29]=[CH:28][N:27]=[CH:26][CH:25]=5)[N:23]=4)[CH2:16][S:17][C@H:12]23)=O)C=CC=CC=1.N1C=CC=CC=1.P(Cl)(Cl)(Cl)(Cl)Cl.C(OC(C)C)(C)C>ClCCl.C(O)C(C)C>[NH2:10][C@@H:11]1[C:46](=[O:47])[N:13]2[C:14]([C:30]([O:32][CH:33]([C:34]3[CH:35]=[CH:36][CH:37]=[CH:38][CH:39]=3)[C:40]3[CH:45]=[CH:44][CH:43]=[CH:42][CH:41]=3)=[O:31])=[C:15]([S:18][C:19]3[S:20][CH:21]=[C:22]([C:24]4[CH:29]=[CH:28][N:27]=[CH:26][CH:25]=4)[N:23]=3)[CH2:16][S:17][C@H:12]12. Reported procedure: Benzhydryl 7β-phenylacetylamino-3-[4-(4-pyridyl)-2-thiazolylthio]-3-cephem-4-carboxylate (4.15 g, 6.0 mmol) was dissolved in dichloromethane (60 mL) and pyridine (0.726 mL, 9.0 mmol) and phosphorus pentachloride (1.87 g, 9.0 mmol) were successively added under ice-cooling. The mixture was stirred under ice-cooling for 1 hr. Isobutanol (8.0 mL) was added at once to the reaction mixture, and the mixture was stirred at room temperature for 1 hr. Isopropyl ether (300 mL) was added dropwise and the m... The reactants are CCN=C=O, Nc1ccc2c(=O)c3cc(-c4ccccc4)cnc3ccc2c1, c1ccncc1. The product is CCNC(=O)Nc1ccc2c(=O)c3cc(-c4ccccc4)cnc3ccc2c1. Reaction SMILES: [CH2:24]([CH3:25])[N:26]=[C:27]=[O:28].[NH2:1][c:2]1[cH:3][c:4]2[c:5]([c:6](=[O:21])[c:7]3[c:8]([n:9][cH:10][c:11](-[c:13]4[cH:14][cH:15][cH:16][cH:17][cH:18]4)[cH:12]3)[cH:19][cH:20]2)[cH:22][cH:23]1.[cH:29]1[cH:30][cH:31][n:32][cH:33][cH:34]1>>[NH:1]([c:2]1[cH:3][c:4]2[c:5]([c:6](=[O:21])[c:7]3[c:8]([n:9][cH:10][c:11](-[c:13]4[cH:14][cH:15][cH:16][cH:17][cH:18]4)[cH:12]3)[cH:19][cH:20]2)[cH:22][cH:23]1)[C:27]([NH:26][CH2:24][CH3:25])=[O:28]. Starting materials: alkylene glycols, N-alkyl- or N,N-dialkyl-acrylamides, N-hydroxyalkyl- or N,N-dihyroxyalkyl-methacrylamides, C(C(=C)C)(=O)OCC(COC(C(=C)C)=O)(COC(C(=C)C)=O)COC(C(=C)C)=O (pentaerythritol tetramethacrylate), allyl, triallyl cyanurate, polymethacrylates, C(C=C)(=O)N (acrylamide), N,N'-alkylenebismethacrylamide, dicarboxylic acids, di-acrylates, C(C=C)(=O)OCC(COC(C=C)=O)(COC(C=C)=O)COC(C=C)=O (pentaerythritol tetraacrylate), C(C(=C)C)(=O)O.C(C(=C)C)(=O)O.C(C(=C)C)(=O)O.C(O)C(CC)(CO)CO (trimethylolpropane trimethacrylate), C(C(=C)C)(=O)N (methacrylamide), triacrylate, maleic acid, maleic anhydride, di-methacrylates, C(C=C)(=O)N (acrylamide), C(C=C)(=O)N.CC(=O)C.CC(=O)C (diacetone acrylamide), monocarboxylic acid amides, polyacrylates, C(C(=C)C)(=O)N.CC(=O)C.CC(=O)C (diacetone methacrylamide), polyoxyalkylene glycols, N,N'-alkylenebisacrylamide, C(C=1C(C(=O)OCC=C)=CC=CC1)(=O)OCC=C (diallyl phthalate), C(C(=C)C)(=O)N (methacrylamide), C(\C=C\C(=O)O)(=O)O (fumaric acid), N-alkyl- or N,N-dialkyl-methacrylamides, N-hydroxyalkyl- or N,N-dihydroxyalkyl-acrylamide, C(C(=C)CC(=O)O)(=O)O (itaconic acid), acid anhydrides, C(C=C)O (allyl alcohol). Yields the product C(\C=C/C(=O)O)(=O)O (maleic acid), C(\C=C\C(=O)O)(=O)O (fumaric acid), C(C(=C)CC(=O)O)(=O)O (itaconic acid), ester. Reaction SMILES: [C:1]([OH:6])(=[O:5])[C:2]([CH3:4])=[CH2:3].[C:7]([OH:12])(=[O:11])C(C)=C.C(O)(=O)C(C)=C.C(C(CO)(CO)CC)O.C(OCC(COC(=O)C=C)(COC(=O)C=C)COC(=O)C=C)(=O)C=C.C(OCC(COC(=O)C(C)=C)(COC(=O)C(C)=C)COC(=O)C(C)=C)(=O)C(C)=C.C(N)(=O)C=C.C(N)(=O)C(C)=C.C(N)(=O)C=C.CC(C)=O.CC(C)=O.C(N)(=O)C(C)=C.CC(C)=O.CC(C)=O.C(O)C=C.C(OCC=C)(=O)C1C(=CC=CC=1)C(OCC=C)=O.C(O)(=O)/C=C/C(O)=O.C(O)(=O)C(CC(O)=O)=C>>[C:7]([OH:12])(=[O:11])/[CH:3]=[CH:2]\[C:1]([OH:6])=[O:5].[C:7]([OH:12])(=[O:11])/[CH:3]=[CH:2]/[C:1]([OH:6])=[O:5].[C:1]([OH:6])(=[O:5])[C:2]([CH2:4][C:7]([OH:12])=[O:11])=[CH2:3] |f:0.1.2.3,8.9.10,11.12.13|. Procedure details: The term "addition-polymerizable unsaturated compound" as used herein is intended to indicate compounds having at least one carbon-carbon double bond capable of taking an active part in the addition polymerization reaction. Examples of such compounds include those having at least one group selected from a vinyl group, a vinylidene group, a fumaroyl group and a maleoyl group. Specific examples of such compounds include unsaturated monocarboxylic acids such as acrylic acid and methacrylic acid; es... The reactants are O=C(Cc1ccc(Cl)s1)N1C(=O)OCC1Cc1ccccc1, CCN(C(C)C)C(C)C, COCN(C(=O)OC(C)(C)C)C(C)C, [Cl-], [Cl-], [Cl-], [Cl-], ClCCl, [Ti+4]. The product is CC(C)N(CC(C(=O)N1C(=O)OCC1Cc1ccccc1)c1ccc(Cl)s1)C(=O)OC(C)(C)C. As a reaction SMILES: [CH2:1]([c:2]1[cH:3][cH:4][cH:5][cH:6][cH:7]1)[CH:8]1[N:9]([C:14]([CH2:15][c:16]2[s:17][c:18]([Cl:21])[cH:19][cH:20]2)=[O:22])[C:10](=[O:13])[O:11][CH2:12]1.[CH:23]([N:24]([CH2:25][CH3:26])[CH:27]([CH3:28])[CH3:29])([CH3:30])[CH3:31].[CH:32]([CH3:33])([CH3:34])[N:35]([C:36]([O:37][C:38]([CH3:39])([CH3:40])[CH3:41])=[O:42])[CH2:43][O:44][CH3:45].[Cl-:49].[Cl-:50].[Cl-:51].[Cl-:52].[Cl:46][CH2:47][Cl:48].[Ti+4:53]>>[CH2:1]([c:2]1[cH:3][cH:4][cH:5][cH:6][cH:7]1)[CH:8]1[N:9]([C:14]([CH:15]([c:16]2[s:17][c:18]([Cl:21])[cH:19][cH:20]2)[CH2:43][N:35]([CH:32]([CH3:33])[CH3:34])[C:36]([O:37][C:38]([CH3:39])([CH3:40])[CH3:41])=[O:42])=[O:22])[C:10](=[O:13])[O:11][CH2:12]1. Reagents/catalysts: C1(=CC=CC=C1)P(C1=CC=CC=2C(C3=CC=CC(=C3OC12)P(C1=CC=CC=C1)C1=CC=CC=C1)(C)C)C1=CC=CC=C1 (4,5-bis(diphenylphosphino)-9,9-dimethylxanthene). Yield: 47.7%. Conditions: temperature 100 celsius, time 8 hour. Solvent: O1CCOCC1 (1,4-dioxane). Product: N1=C(C=NC=C1)NC1=CC=C(C=C1)[C@H](C)NC(OC(C)(C)C)=O (t-butyl {(1S)-1-[4-(pyrazin-2-ylamino)phenyl]ethyl}carbamate). As a reaction SMILES: [C:1]([O:5][C:6](=[O:17])[NH:7][C@H:8]([C:10]1[CH:15]=[CH:14][C:13](Br)=[CH:12][CH:11]=1)[CH3:9])([CH3:4])([CH3:3])[CH3:2].[NH2:18][C:19]1[CH:24]=[N:23][CH:22]=[CH:21][N:20]=1.C(=O)([O-])[O-].[Cs+].[Cs+]>C1(P(C2C=CC=CC=2)C2C3OC4C(=CC=CC=4P(C4C=CC=CC=4)C4C=CC=CC=4)C(C)(C)C=3C=CC=2)C=CC=CC=1.O1CCOCC1>[N:20]1[CH:21]=[CH:22][N:23]=[CH:24][C:19]=1[NH:18][C:13]1[CH:14]=[CH:15][C:10]([C@@H:8]([NH:7][C:6](=[O:17])[O:5][C:1]([CH3:4])([CH3:3])[CH3:2])[CH3:9])=[CH:11][CH:12]=1 |f:2.3.4|. Reactants: C(C)(C)(C)OC(N[C@@H](C)C1=CC=C(C=C1)Br)=O (t-butyl[(1S)-1-(4-bromophenyl)ethyl]carbamate), NC1=NC=CN=C1 (2-aminopyrazine), tris(dibenzylideneacetone)(chloroform)dipalladium (0), C([O-])([O-])=O.[Cs+].[Cs+] (cesium carbonate). Reported procedure: The mixture of 100 mg of the t-butyl[(1S)-1-(4-bromophenyl)ethyl]carbamate [106-1], 38 mg of 2-aminopyrazine, 6.8 mg of tris(dibenzylideneacetone)(chloroform)dipalladium (0), 7.7 mg of 4,5-bis(diphenylphosphino)-9,9-dimethylxanthene, 217 mg of cesium carbonate, and 3 mL of 1,4-dioxane, was stirred overnight at 100° C. After cooling the reaction mixture back to room temperature, the insolubles were filtered through celite, the filtrate was concentrated under reduced pressure, and the thus obtaine...